Dataset: the Open Reaction Database (ORD), a public repository of structured organic reaction records. Task: describe an organic reaction: reactants, conditions, products, and yield The reactants are FC(S(=O)(=O)[O-])(F)F.C1(=CC=CC=C1)C1=[S+]C=CC(=C1)C1=CC=CC=C1 (2,4-diphenylthiopyrylium trifluoromethane sulfonate), N1CCCC2=CC=CC=C12 (1,2,3,4-tetrahydroquinoline), CCOCC (ether). Solvent: C(C)O (ethanol). The product is FC(S(=O)(=O)[O-])(F)F.C1(=CC=CC=C1)C1=[S+]C(=CC(=C1)C1=CC=CC=C1)C=1C=C2CCCNC2=CC1 (2,4-diphenyl-6(1,2,3,4-tetrahydroquinolin-6-yl) thiopyrylium trifluoromethane sulfonate). As a reaction SMILES: [F:1][C:2]([F:8])([F:7])[S:3]([O-:6])(=[O:5])=[O:4].[C:9]1([C:15]2[CH:20]=[C:19]([C:21]3[CH:26]=[CH:25][CH:24]=[CH:23][CH:22]=3)[CH:18]=[CH:17][S+:16]=2)[CH:14]=[CH:13][CH:12]=[CH:11][CH:10]=1.[NH:27]1[C:36]2[C:31](=[CH:32][CH:33]=[CH:34][CH:35]=2)[CH2:30][CH2:29][CH2:28]1.CCOCC>C(O)C>[F:1][C:2]([F:8])([F:7])[S:3]([O-:6])(=[O:5])=[O:4].[C:9]1([C:15]2[CH:20]=[C:19]([C:21]3[CH:26]=[CH:25][CH:24]=[CH:23][CH:22]=3)[CH:18]=[C:17]([C:33]3[CH:32]=[C:31]4[C:36](=[CH:35][CH:34]=3)[NH:27][CH2:28][CH2:29][CH2:30]4)[S+:16]=2)[CH:14]=[CH:13][CH:12]=[CH:11][CH:10]=1 |f:0.1,5.6|. Reported procedure: 2,4-diphenylthiopyrylium trifluoromethane sulfonate (2.0 g) and 1,2,3,4-tetrahydroquinoline (1.4 g) in ethanol (20 ml) were heated at 90° for 30 minutes. After cooling the solution was poured into ether (50 ml) and the precipitated dye was filtered, washed with ether and recrystallized from ethanol as black needles having a melting point of 233° C., λ max (CHCl3) 656 nm.